Dataset: the Open Reaction Database (ORD), a public repository of structured organic reaction records. Task: describe an organic reaction: reactants, conditions, products, and yield Reactants: [Al+3], ClCCl, [Cl-], [Cl-], [Cl-], [Cl-], Cl, [Na+], O=C1CCOc2ccccc21. The product is O=C1CCc2cccc(O)c21. As a reaction SMILES: [Al+3:2].[CH2:19]([Cl:20])[Cl:21].[Cl-:1].[Cl-:3].[Cl-:4].[Cl-:6].[ClH:18].[Na+:5].[O:7]1[CH2:8][CH2:9][C:10](=[O:17])[c:11]2[cH:12][cH:13][cH:14][cH:15][c:16]21>>[OH:7][c:16]1[c:11]2[c:12]([cH:13][cH:14][cH:15]1)[CH2:8][CH2:9][C:10]2=[O:17]. The reactants are C1(=CC=CC=C1)CN1N=NC2=C1C=CC=C2 ([phenylmethyl]-1H-benzotriazole), ( s ), C1(=CC=CC2=CC=CC=C12)C=NC1=CC=CC=C1 (N-([1-naphthalenyl]methylene)benzenamine), ( s ). Run in CO (MeOH). Yields the product C1(=CC=CC=C1)C#CC1=CC=CC2=CC=CC=C12 (1-(Phenylethynyl)naphthalene). Isolated yield 88.0%. Reaction SMILES: [C:1]1([CH2:7]N2C3C=CC=CC=3N=N2)[CH:6]=[CH:5][CH:4]=[CH:3][CH:2]=1.[C:17]1([CH:27]=NC2C=CC=CC=2)[C:26]2[C:21](=[CH:22][CH:23]=[CH:24][CH:25]=2)[CH:20]=[CH:19][CH:18]=1>CO>[C:1]1([C:7]#[C:27][C:17]2[C:26]3[C:21](=[CH:22][CH:23]=[CH:24][CH:25]=3)[CH:20]=[CH:19][CH:18]=2)[CH:6]=[CH:5][CH:4]=[CH:3][CH:2]=1. Procedure: In a procedure similar to that of Example 16 using [phenylmethyl]-1H-benzotriazole (10 mmol) and N-([1-naphthalenyl]methylene)benzenamine (10 mmol): 88% yield: mp 51°-53° C. (MeOH) (lit1 oil); 1H NMR (300 MHz, CDCl3) δ7.39-7.69 (m, 8H), 7.77-7.90 (m, 3H), 8.46 (br d, 2.7H, 1H); IR (CDCl3) 3060 (s), 2245 (eyne), 1596, 1581, 1508, 1491 (s), 1442, 1398, 1333, 1215, 1070, 1017 cm1. MS (EI) m/e 228 (M+, 100).